Dataset: the Open Reaction Database (ORD), a public repository of structured organic reaction records. Task: describe an organic reaction: reactants, conditions, products, and yield Solvent: C1CCOC1 (THF). Product: OC=1C=CC2=C(SC(=C2CC2=CC(=C(C=C2)CN2CCCC2)OC)C2=CC=C(C=C2)OCCO)C1 (6-Hydroxy-3-[3-methoxy-4-(1-pyrrolidinylmethyl)benzyl]-2-[4-[2-hydroxyethoxy]phenyl]benzo[b]thiophene). The reactants are OC=1C=CC2=C(SC(=C2CC2=CC(=C(C=C2)CN2CCCC2)OC)C2=CC=C(C=C2)OCC(=O)OC)C1 (6-hydroxy-2-[4-(2-methoxy-2-oxoethoxy)phenyl]-3-[3-methoxy-4-(1-pyrrolidinylmethyl)benzyl]benzo[b]thiophene), [H-].[Al+3].[Li+].[H-].[H-].[H-] (lithium aluminum hydride). Procedure: To 6-hydroxy-2-[4-(2-methoxy-2-oxoethoxy)phenyl]-3-[3-methoxy-4-(1-pyrrolidinylmethyl)benzyl]benzo[b]thiophene (36 mg) in THF (2 mL) was added lithium aluminum hydride (16 mg) and the mixture was stirred under argon at ambient temperature for 1 h. The reaction was quenched with water (1 mL) and sodium hydroxide solution (1.0 M, 1 mL) while stirring continued for 30 min. The mixture was then diluted with brine (50 mL) and extracted with dichloromethane (30 mL×3). The combined organic layers were ... Run at time 1 hour. RXN SMILES: [OH:1][C:2]1[CH:3]=[CH:4][C:5]2[C:9]([CH2:10][C:11]3[CH:16]=[CH:15][C:14]([CH2:17][N:18]4[CH2:22][CH2:21][CH2:20][CH2:19]4)=[C:13]([O:23][CH3:24])[CH:12]=3)=[C:8]([C:25]3[CH:30]=[CH:29][C:28]([O:31][CH2:32][C:33](OC)=[O:34])=[CH:27][CH:26]=3)[S:7][C:6]=2[CH:37]=1.[H-].[Al+3].[Li+].[H-].[H-].[H-]>C1COCC1>[OH:1][C:2]1[CH:3]=[CH:4][C:5]2[C:9]([CH2:10][C:11]3[CH:16]=[CH:15][C:14]([CH2:17][N:18]4[CH2:22][CH2:21][CH2:20][CH2:19]4)=[C:13]([O:23][CH3:24])[CH:12]=3)=[C:8]([C:25]3[CH:26]=[CH:27][C:28]([O:31][CH2:32][CH2:33][OH:34])=[CH:29][CH:30]=3)[S:7][C:6]=2[CH:37]=1 |f:1.2.3.4.5.6|. Yield: 85.2%. Reactants: R,R′-atracurium besylate, ice, CC(=O)C (acetone), O1CCCC1 (Tetrahydrofuran), [H+].[B-](F)(F)(F)F (HBF4). The product is C1CCOC1.CC(=O)C (THF Acetone). The yield is 84.5%. As a reaction SMILES: [O:1]1[CH2:5][CH2:4][CH2:3][CH2:2]1.[H+].[B-](F)(F)(F)F.[CH3:12][C:13]([CH3:15])=[O:14]>>[CH2:4]1[CH2:5][O:1][CH2:2][CH2:3]1.[CH3:12][C:13]([CH3:15])=[O:14] |f:1.2,4.5|. Procedure: R,R′-atracurium besylate mixture (500 mg, isomer ratio −58:36:6) was placed in a 100 mL flask. 35 mL of THF was added to the solid followed by 3.5 mL of acetone. The mixture was stirred in an ice bath and HBF4 (48% in water, 200 μL) was added and the solution was stirred for 5 hours in the ice bath, during which time a white solid was formed. The slurry was filtered through a Buchner funnel to afford 244.6 mg (0.197 mmol, 84.5% yield from the cis isomer) of a white solid (isomer ratio −89:10.5:0... Starting materials: O=CCC(=O)C1N(CCC1)C(=O)OC(C)(C)C (tert-butyl (3-oxopropanoyl)-1-pyrrolidinecarboxylate), N\C(=C/C(=O)OCC)\CCC1=CC=C(C=C1)C(F)(F)F (Ethyl (2Z)-3-amino-5-[4-(trifluoromethyl)phenyl]-2-pentenoate), C(OC)(OC)OC (trimethyl orthoformate), C(#N)C1=C(C(=O)C(=C(C1=O)Cl)Cl)C#N (DDQ), C(=O)C1=CC=C(C=C1)S(=O)(=O)NCC=1OC=CC1 (4-formyl-N-(2-furylmethyl)benzenesulfonamide), N1CCCCC1 (piperidine), C(OC)(OC)OC (trimethyl orthoformate). Solvent: CN(C)C=O (DMF), CC(=O)O (AcOH). Reaction conditions: temperature 80 celsius, time 14 hour. The product is O1C(=CC=C1)CNS(=O)(=O)C1=CC=C(C=C1)C1=C(C(=NC2=C1C(N1CCC[C@@H]21)=O)CCC2=CC=C(C=C2)C(F)(F)F)C(=O)OCC (Ethyl (9aS)-4-(4-{[(2-furylmethyl)amino]sulfonyl}phenyl)-5-oxo-2-{2-[4-(trifluoromethyl)phenyl]ethyl}-7,8,9,9a-tetrahydro-5H-pyrido[2,3-a]pyrrolizine-3-carboxylate). The yield is 7.3%. Reaction SMILES: O=[CH:2][CH2:3][C:4]([CH:6]1[CH2:10][CH2:9][CH2:8][N:7]1[C:11]([O:13]C(C)(C)C)=O)=O.C([C:20]1[CH:25]=[CH:24][C:23]([S:26]([NH:29][CH2:30][C:31]2[O:32][CH:33]=[CH:34][CH:35]=2)(=[O:28])=[O:27])=[CH:22][CH:21]=1)=O.N1CCCCC1.C(OC)(OC)OC.[NH2:49]/[C:50](/[CH2:57][CH2:58][C:59]1[CH:64]=[CH:63][C:62]([C:65]([F:68])([F:67])[F:66])=[CH:61][CH:60]=1)=[CH:51]\[C:52]([O:54][CH2:55][CH3:56])=[O:53].C(C1C(=O)C(Cl)=C(Cl)C(=O)C=1C#N)#N>CN(C=O)C.CC(O)=O>[O:32]1[CH:33]=[CH:34][CH:35]=[C:31]1[CH2:30][NH:29][S:26]([C:23]1[CH:22]=[CH:21][C:20]([C:2]2[C:3]3[C:11](=[O:13])[N:7]4[C@H:6]([C:4]=3[N:49]=[C:50]([CH2:57][CH2:58][C:59]3[CH:60]=[CH:61][C:62]([C:65]([F:66])([F:67])[F:68])=[CH:63][CH:64]=3)[C:51]=2[C:52]([O:54][CH2:55][CH3:56])=[O:53])[CH2:10][CH2:9][CH2:8]4)=[CH:25][CH:24]=1)(=[O:27])=[O:28]. Procedure details: Polymer-bound tert-butyl (3-oxopropanoyl)-1-pyrrolidinecarboxylate (0.70 g, 0.31 meq/g, 0.44 mmol) was suspended in 5 mL anhydrous DMF and 4-formyl-N-(2-furylmethyl)benzenesulfonamide (0.82 g, 3.1 mmol) was added followed by piperidine (0.06 mL), and trimethyl orthoformate (0.2 mL) and AcOH (0.04 mL). After 14 h at 65° C., the resin was filtered and washed as above and resuspended in 5 mL fresh DMF. Ethyl (2Z)-3-amino-5-[4-(trifluoromethyl)phenyl]-2-pentenoate (0.89 g, 3.1 mmol) was added follow... Reactants: BrC1=CC=2C(C3=CC=CC=C3C2C=C1)(O)C1=C(C=CC=C1)C1=CC=CC=C1 (2-bromo-9-(biphenyl-2-yl)fluoren-9-ol), Cl (HCl). Solvent: C(C)(=O)O (acetic acid). Yields the product BrC1=CC=2C3(C4=CC=CC=C4C2C=C1)C1=CC=CC=C1C=1C=CC=CC13 (2-Bromo-9,9′-spirobifluorene). RXN SMILES: [Br:1][C:2]1[CH:14]=[CH:13][C:12]2[C:11]3[C:6](=[CH:7][CH:8]=[CH:9][CH:10]=3)[C:5]([C:16]3[CH:21]=[CH:20][CH:19]=[CH:18][C:17]=3[C:22]3[CH:27]=[CH:26][CH:25]=[CH:24][CH:23]=3)(O)[C:4]=2[CH:3]=1.Cl>C(O)(=O)C>[Br:1][C:2]1[CH:14]=[CH:13][C:12]2[C:11]3[C:6](=[CH:7][CH:8]=[CH:9][CH:10]=3)[C:5]3([C:23]4[CH:24]=[CH:25][CH:26]=[CH:27][C:22]=4[C:17]4[C:16]3=[CH:21][CH:20]=[CH:19][CH:18]=4)[C:4]=2[CH:3]=1. Procedure: 47.0 g of 2-bromo-9-(biphenyl-2-yl)fluoren-9-ol were refluxed for 2.5 hours in 114 ml of 99.8% acetic acid with addition of 1.5 ml of conc. HCl. Starting materials: CC(C)c1nnc(N)s1, CC(=O)Oc1ccc(S(=O)(=O)Cl)cc1, c1ccncc1. Yields the product CC(=O)Oc1ccc(S(=O)(=O)Nc2nnc(C(C)C)s2)cc1. RXN SMILES: [CH:15]([CH3:16])([CH3:17])[c:18]1[n:19][n:20][c:21]([NH2:23])[s:22]1.[Cl:1][S:2](=[O:3])(=[O:4])[c:5]1[cH:6][cH:7][c:8]([O:11][C:12]([CH3:13])=[O:14])[cH:9][cH:10]1.[cH:24]1[cH:25][cH:26][n:27][cH:28][cH:29]1>>[S:2](=[O:3])(=[O:4])([c:5]1[cH:6][cH:7][c:8]([O:11][C:12]([CH3:13])=[O:14])[cH:9][cH:10]1)[NH:23][c:21]1[n:20][n:19][c:18]([CH:15]([CH3:16])[CH3:17])[s:22]1.